From a dataset of the Open Reaction Database (ORD), a public repository of structured organic reaction records. describe an organic reaction: reactants, conditions, products, and yield Starting materials: CC(C)c1nc(-c2cccc(NS(=O)(=O)c3c(F)cccc3F)c2)c(-c2ccnc(Cl)n2)s1, CC(C)(C)c1nc(-c2cccc(N)c2F)c(-c2ccnc(Cl)n2)o1, O=S(=O)(Cl)c1c(F)cccc1F. Yields the product CC(C)(C)c1nc(-c2cccc(NS(=O)(=O)c3c(F)cccc3F)c2F)c(-c2ccnc(Cl)n2)o1. Reaction SMILES: [Cl:1][c:2]1[n:3][c:4](-[c:5]2[s:6][c:7]([CH:8]([CH3:9])[CH3:10])[n:11][c:12]2-[c:13]2[cH:14][c:15]([NH:16][S:23](=[O:24])(=[O:25])[c:26]3[c:27]([F:33])[cH:28][cH:29][cH:30][c:31]3[F:32])[cH:17][cH:18][cH:19]2)[cH:20][cH:21][n:22]1.[Cl:34][c:35]1[n:36][cH:37][cH:38][c:39](-[c:41]2[c:42](-[c:50]3[c:51]([F:57])[c:52]([NH2:53])[cH:54][cH:55][cH:56]3)[n:43][c:44]([C:46]([CH3:47])([CH3:48])[CH3:49])[o:45]2)[n:40]1.[F:58][c:59]1[cH:60][cH:61][cH:62][c:63]([F:64])[c:65]1[S:66]([Cl:67])(=[O:68])=[O:69]>>[S:23](=[O:24])(=[O:25])([c:26]1[c:27]([F:33])[cH:28][cH:29][cH:30][c:31]1[F:32])[NH:53][c:52]1[c:51]([F:57])[c:50](-[c:42]2[c:41](-[c:39]3[cH:38][cH:37][n:36][c:35]([Cl:34])[n:40]3)[o:45][c:44]([C:46]([CH3:47])([CH3:48])[CH3:49])[n:43]2)[cH:56][cH:55][cH:54]1.